Dataset: the Open Reaction Database (ORD), a public repository of structured organic reaction records. Task: describe an organic reaction: reactants, conditions, products, and yield Starting materials: Cl (Hydrochloric acid), C[O-].[Na+] (sodium methoxide), CC(C(=O)OC)(C(=O)OC)C(CC1=C(C=CC(=C1)C(F)(F)F)N)C1=CC=C(C=C1)OC (α-methyl-[2-(2-amino-5-trifluoromethylphenyl)-1-(4-methoxyphenyl)ethyl]propanedioic acid, dimethyl ester), CN(C=O)C (dimethylformamide). Solvent: CO (methanol), CO (methanol). Yields the product COC(=O)C1(C(NC2=C(CC1C1=CC=C(C=C1)OC)C=C(C=C2)C(F)(F)F)=O)C (1,3,4,5-Tetrahydro-3-(methoxycarbonyl)-4-(4-methoxyphenyl)-3-methyl-7-(trifluoromethyl)-2H-1-benzazepin-2-one). Yield: 88.3%. RXN SMILES: C[O-].[Na+].[CH3:4][C:5]([CH:14]([C:27]1[CH:32]=[CH:31][C:30]([O:33][CH3:34])=[CH:29][CH:28]=1)[CH2:15][C:16]1[CH:21]=[C:20]([C:22]([F:25])([F:24])[F:23])[CH:19]=[CH:18][C:17]=1[NH2:26])([C:10]([O:12]C)=O)[C:6]([O:8][CH3:9])=[O:7].CN(C)C=O.Cl>CO>[CH3:9][O:8][C:6]([C:5]1([CH3:4])[CH:14]([C:27]2[CH:32]=[CH:31][C:30]([O:33][CH3:34])=[CH:29][CH:28]=2)[CH2:15][C:16]2[CH:21]=[C:20]([C:22]([F:24])([F:23])[F:25])[CH:19]=[CH:18][C:17]=2[NH:26][C:10]1=[O:12])=[O:7] |f:0.1|. Procedure details: A 25% (by weight) sodium methoxide in methanol solution (14.2 ml; 625 mmole; 4.6 eq.; d=0.945) and α-methyl-[2-(2-amino-5-trifluoromethylphenyl)-1-(4-methoxyphenyl)ethyl]propanedioic acid, dimethyl ester (5.96 g; 13.56 mmole) in methanol (30 ml) and dry dimethylformamide (35 ml) were refluxed (~95° C.) overnight. 1N Hydrochloric acid was added with stirring producing a white precipitate that was collected by suction-filtration, washed with water (three times) and dried in vacuo giving 4.88 g of ... The reactants are COC(=O)c1ccncc1C, CCOCC, ClCCl, Cc1cc(C)c(S(=O)(=O)ON)c(C)c1. The product is COC(=O)c1cc[n+](N)cc1C, Cc1cc(C)c(S(=O)(=O)[O-])c(C)c1. As a reaction SMILES: [CH3:15][c:16]1[c:17]([C:18](=[O:19])[O:20][CH3:21])[cH:22][cH:23][n:24][cH:25]1.[CH3:29][CH2:30][O:31][CH2:32][CH3:33].[Cl:26][CH2:27][Cl:28].[c:1]1([CH3:14])[c:2]([S:9](=[O:10])(=[O:11])[O:12][NH2:13])[c:3]([CH3:8])[cH:4][c:5]([CH3:7])[cH:6]1>>[NH2:13][n+:24]1[cH:23][cH:22][c:17]([C:18](=[O:19])[O:20][CH3:21])[c:16]([CH3:15])[cH:25]1.[c:1]1([CH3:14])[c:2]([S:9](=[O:10])(=[O:11])[O-:12])[c:3]([CH3:8])[cH:4][c:5]([CH3:7])[cH:6]1.